This data is from the Open Reaction Database (ORD), a public repository of structured organic reaction records. The task is: describe an organic reaction: reactants, conditions, products, and yield Reactants: COc1ccc(OC)c(-c2cc(OC)cc3c2OC(COS(=O)(=O)c2ccc(C)cc2)C3)c1, CN, Cl. Yields the product CNCC1Cc2cc(OC)cc(-c3cc(OC)ccc3OC)c2O1. RXN SMILES: [CH3:2][O:3][c:4]1[c:5](-[c:12]2[cH:13][c:14]([O:33][CH3:34])[cH:15][c:16]3[c:20]2[O:19][CH:18]([CH2:21][O:22][S:23]([c:24]2[cH:25][cH:26][c:27]([CH3:28])[cH:29][cH:30]2)(=[O:31])=[O:32])[CH2:17]3)[cH:6][c:7]([O:10][CH3:11])[cH:8][cH:9]1.[CH3:35][NH2:36].[ClH:1]>>[CH3:2][O:3][c:4]1[c:5](-[c:12]2[cH:13][c:14]([O:33][CH3:34])[cH:15][c:16]3[c:20]2[O:19][CH:18]([CH2:21][NH:36][CH3:35])[CH2:17]3)[cH:6][c:7]([O:10][CH3:11])[cH:8][cH:9]1. Starting materials: C(CC)(=O)Cl (Propionyl chloride), COC1=NC(=C(C=C1N)C)C1=C(C=C(C=C1)OC(F)(F)F)OC (2-methoxy-6-(2-methoxy-4-trifluoromethoxy-phenyl)-5-methyl-pyridin-3-ylamine), C(C)(C)N(CC)C(C)C (diisopropylethylamine). The solvent is C(Cl)Cl (CH2Cl2), CCOC(=O)C (EtOAc). Run at time 3 hour. Yields the product COC1=NC(=C(C=C1NC(CC)=O)C)C1=C(C=C(C=C1)OC(F)(F)F)OC (N-[2-methoxy-6-(2-methoxy-4-trifluoromethoxy-phenyl)-5-methyl-pyridin-3-yl]-propionamide). RXN SMILES: [C:1](Cl)(=[O:4])[CH2:2][CH3:3].[CH3:6][O:7][C:8]1[C:13]([NH2:14])=[CH:12][C:11]([CH3:15])=[C:10]([C:16]2[CH:21]=[CH:20][C:19]([O:22][C:23]([F:26])([F:25])[F:24])=[CH:18][C:17]=2[O:27][CH3:28])[N:9]=1.C(N(C(C)C)CC)(C)C>C(Cl)Cl.CCOC(C)=O>[CH3:6][O:7][C:8]1[C:13]([NH:14][C:1](=[O:4])[CH2:2][CH3:3])=[CH:12][C:11]([CH3:15])=[C:10]([C:16]2[CH:21]=[CH:20][C:19]([O:22][C:23]([F:25])([F:26])[F:24])=[CH:18][C:17]=2[O:27][CH3:28])[N:9]=1. Procedure details: Propionyl chloride (0.058 ml, 0.67 mmol) is added to a solution of 2-methoxy-6-(2-methoxy-4-trifluoromethoxy-phenyl)-5-methyl-pyridin-3-ylamine (0.2 g, 0.61 mmol) and diisopropylethylamine (0.13 ml, 0.73 mmol) in CH2Cl2 (1.5 ml) at room temperature. The mixture is kept at room temperature for 3 hours, and is then diluted with EtOAc The mixture is washed with 1N NaOH and brine. After drying over Na2SO4, the solvent is removed under reduced pressure and the residue is purified by flash column chro...